This data is from the Open Reaction Database (ORD), a public repository of structured organic reaction records. The task is: describe an organic reaction: reactants, conditions, products, and yield The reactants are C(C)(C)(C)C=1C=C(CCC(=O)OC)C=C(C1O)C(C)(C)C (methyl 3,5-di-tert-butyl-4-hydroxyhydrocinnamate), S(CCO)CCO (2,2'-thiodiethanol), C(C)(=O)[O-].C(C)(=O)[O-].C(CCC)[Sn+2]CCCC (dibutyltin diacetate). Run at temperature 120 celsius. The product is C(C)(C)(C)C=1C=C(CCC(=O)O)C=C(C1O)C(C)(C)C.C(C)(C)(C)C=1C=C(CCC(=O)O)C=C(C1O)C(C)(C)C.S(C=C)C=C (2,2'-Thiodiethylene Bis(3,5-di-tert-butyl-4-hydroxyhydrocinnamate)). As a reaction SMILES: [C:1]([C:5]1[CH:6]=[C:7]([CH:14]=[C:15]([C:18]([CH3:21])([CH3:20])[CH3:19])[C:16]=1[OH:17])[CH2:8][CH2:9][C:10]([O:12]C)=[O:11])([CH3:4])([CH3:3])[CH3:2].[S:22]([CH2:26][CH2:27]O)[CH2:23][CH2:24]O.C([O-])(=O)C.C([O-])(=O)C.C([Sn+2]CCCC)CCC>>[C:1]([C:5]1[CH:6]=[C:7]([CH:14]=[C:15]([C:18]([CH3:21])([CH3:20])[CH3:19])[C:16]=1[OH:17])[CH2:8][CH2:9][C:10]([OH:12])=[O:11])([CH3:3])([CH3:4])[CH3:2].[C:1]([C:5]1[CH:6]=[C:7]([CH:14]=[C:15]([C:18]([CH3:21])([CH3:20])[CH3:19])[C:16]=1[OH:17])[CH2:8][CH2:9][C:10]([OH:12])=[O:11])([CH3:3])([CH3:4])[CH3:2].[S:22]([CH:26]=[CH2:27])[CH:23]=[CH2:24] |f:2.3.4,5.6.7|. Procedure details: Using the general procedure of Example 11, 731 g (2.5 moles) of methyl 3,5-di-tert-butyl-4-hydroxyhydrocinnamate, and 150 g (1.23 moles) of 2,2'-thiodiethanol are heated to 120° C. Then, 0.26 g of dibutyltin diacetate (Fascat® 4200, Elf-Atochem, calculated 98 ppm Sn), is added and a vacuum of <50 mm Hg is imposed . The reaction mixture is heated to 160° C. The vacuum is reduced to <5 mm Hg and the reaction mixture is heated at 160° C. for a total of 7 hours. The vacuum is broken and the temperat... Procedure: 5 mmol of sodium (1-triphenylmethyl-1H-imidazol-4-yl)-methanolate and 5 mmol of cyclohexylmethane chloride are treated as described in Example 5. The reactants are C1(=CC=CC=C1)C(N1C=NC(=C1)C[O-])(C1=CC=CC=C1)C1=CC=CC=C1.[Na+] (sodium (1-triphenylmethyl-1H-imidazol-4-yl)-methanolate), [Cl-].C1(CCCCC1)C (cyclohexylmethane chloride). As a reaction SMILES: C1(C(C2C=CC=CC=2)(C2C=CC=CC=2)[N:8]2[CH:12]=[C:11]([CH2:13][O-:14])[N:10]=[CH:9]2)C=CC=CC=1.[Na+].[Cl-].[CH:29]1([CH3:35])[CH2:34][CH2:33][CH2:32][CH2:31][CH2:30]1>>[NH:8]1[CH:12]=[C:11]([CH2:13][O:14][CH2:35][CH:29]2[CH2:34][CH2:33][CH2:32][CH2:31][CH2:30]2)[N:10]=[CH:9]1 |f:0.1,2.3|. The product is N1C=NC(=C1)COCC1CCCCC1 (Cyclohexylmethyl (1H-imidazol-4-yl)methyl ether). Starting materials: O (water), NC1CC2=CC=CC=C2C1 (2-aminoindan), C(C)(=O)O.C(=O)OC=O (acetic acid formic acid anhydride). The solvent is O1CCCC1 (tetrahydrofuran), O1CCCC1 (tetrahydrofuran). Product: C(=O)NC1CC2=CC=CC=C2C1 (2-formylaminoindan). RXN SMILES: [NH2:1][CH:2]1[CH2:10][C:9]2[C:4](=[CH:5][CH:6]=[CH:7][CH:8]=2)[CH2:3]1.[C:11](O)(=[O:13])C.C(OC=O)=O.O>O1CCCC1>[CH:11]([NH:1][CH:2]1[CH2:10][C:9]2[C:4](=[CH:5][CH:6]=[CH:7][CH:8]=2)[CH2:3]1)=[O:13] |f:1.2|. Procedure: To a solution of 2-aminoindan (19.95 g) in tetrahydrofuran is added an solution of 2M acetic acid-formic acid anhydride in tetrahydrofuran under ice cooling, and the mixture is reacted at room temperature. To the reaction mixture is added water, and then, the solvent is distilled off, and the residue is extracted with ethyl acetate. After distilling off the solvent, the residue is recrystallized from ethyl acetate - n-hexane to give 2-formylaminoindan (19.02 g). The reactants are product, CS(=O)C=1N=CC2=C(N1)N(C(C(=C2)C2=CC(=CC(=C2)OC)OC)=O)CC (2-methylsulfinyl-6-(3,5-dimethoxy-phenyl)8-ethyl-8H-pyrido[2,3-d]pyrimidine-7-one), Cl.NC1=CC=NC=C1 (4-aminopyridine hydrochloride). Solvent: C(C)#N (acetonitrile), C(C)O (ethanol). Run at temperature 40 celsius, time 6 hour. Yields the product Cl.N=C1C=CN(C=C1)C=1N=CC2=C(N1)N(C(C(=C2)C2=CC(=CC(=C2)OC)OC)=O)CC (2-(4-imino-4H-pyridin-1-yl)-6-(3,5-dimethoxyphenyl)-8-ethyl-8H-pyrido[2,3-d]-pyrimidin-7-one hydrochloride). The yield is 99.0%. Reaction SMILES: CS([C:4]1[N:5]=[CH:6][C:7]2[CH:13]=[C:12]([C:14]3[CH:19]=[C:18]([O:20][CH3:21])[CH:17]=[C:16]([O:22][CH3:23])[CH:15]=3)[C:11](=[O:24])[N:10]([CH2:25][CH3:26])[C:8]=2[N:9]=1)=O.[ClH:27].[NH2:28][C:29]1[CH:34]=[CH:33][N:32]=[CH:31][CH:30]=1>C(#N)C.C(O)C>[ClH:27].[NH:28]=[C:29]1[CH:34]=[CH:33][N:32]([C:4]2[N:5]=[CH:6][C:7]3[CH:13]=[C:12]([C:14]4[CH:19]=[C:18]([O:20][CH3:21])[CH:17]=[C:16]([O:22][CH3:23])[CH:15]=4)[C:11](=[O:24])[N:10]([CH2:25][CH3:26])[C:8]=3[N:9]=2)[CH:31]=[CH:30]1 |f:1.2,5.6|. Procedure details: To a solution of 220 g (0.59 mol) of the product of Example 2, 2-methylsulfinyl-6-(3,5-dimethoxy-phenyl)8-ethyl-8H-pyrido[2,3-d]pyrimidine-7-one, in 2 L of acetonitrile was added a solution of 100 g (0.765 mol, 1.3 eq) of 4-aminopyridine hydrochloride in 700 mL of ethanol. The mixture was heated to 40° C. and stirred for 6 hours. The mixture was then cooled to 24° C. and filtered to provide 256 g (99%) of 2-(4-imino-4H-pyridin-1-yl)-6-(3,5-dimethoxyphenyl)-8-ethyl-8H-pyrido[2,3-d]-pyrimidin-7-on... Reactants: CC=1C=C(C(=O)O)C=C(C1O)C (3,5-dimethyl-4-hydroxybenzoic acid), C[Si](C)(C)C=[N+]=[N-] (trimethylsilyldiazomethane), S(=O)(=O)([O-])[O-].[Mg+2] (magnesium sulfate). Run in CCOCC (ether), CO (methanol). Conditions: time 30 minute. Product: COC(C1=CC(=CC(=C1)C)C)=O (Methyl-3,5-dimethylbenzoate). RXN SMILES: [CH3:1][C:2]1[CH:3]=[C:4]([CH:8]=[C:9]([CH3:12])[C:10]=1O)[C:5]([OH:7])=[O:6].[CH3:13][Si](C=[N+]=[N-])(C)C.S([O-])([O-])(=O)=O.[Mg+2]>CCOCC.CO>[CH3:13][O:7][C:5](=[O:6])[C:4]1[CH:3]=[C:2]([CH3:1])[CH:10]=[C:9]([CH3:12])[CH:8]=1 |f:2.3|. Reported procedure: A solution of 3,5-dimethyl-4-hydroxybenzoic acid (1.0 g) in ether (5 mL) and methanol(5 mL) was treated with excess trimethylsilyldiazomethane. After stirring 30 min at room temperature the reaction was treated with magnesium sulfate, filtered and concentrated to a brown solid. The title compound was obtained by purification on silica gel to give a colorless solid (670 mg). NMR (CDCl3); δ 7.75 (s,2H), 3.85 (s,3H), 2.30 (s,6H). Reactants: [N+](=O)([O-])C=C(S(=O)C)SC (1-nitro-2-methylthio-2-methylsulphinylethylene), Cl.NCC(C)=O (aminoacetone hydrochloride), [OH-].[K+] (potassium hydroxide). Solvent: CO (methanol). Reaction conditions: time 5 minute. Product: CSC=1NC=C(C1[N+](=O)[O-])C (2-methylthio-3-nitro-4-methylpyrrole). Isolated yield 16.8%. Reaction SMILES: [OH-].[K+].[N+:3]([CH:6]=[C:7](SC)[S:8]([CH3:10])=O)([O-:5])=[O:4].Cl.[NH2:14][CH2:15][C:16](=O)[CH3:17]>CO>[CH3:10][S:8][C:7]1[NH:14][CH:15]=[C:16]([CH3:17])[C:6]=1[N+:3]([O-:5])=[O:4] |f:0.1,3.4|. Procedure details: Crushed potassium hydroxide (5.7 g, 0.1 mol) was added portionwise to a refluxing solution of 1-nitro-2-methylthio-2-methylsulphinylethylene (9.3 g, 0.05 mol) and aminoacetone hydrochloride (5.6 g, 0.05 mol) in methanol (100 ml). Reflux was continued for 5 minutes, and then the mixture was cooled and the solvent removed in vacuo. Water was added to the residue, and the solid was recrystallised from chloroform/methanol/petroleum ether to give 2-methylthio-3-nitro-4-methylpyrrole (1.45 g, 16%) m.p... Starting materials: C(C)C1(C2C3CCCC3C(C1)C2)C21C(CC(C=C2)C1)C(=O)[O-] (8-ethyl-8-tricyclo[5.2.1.02,6]decanyl-5-norbornene-2-carboxylate), C12C(CC(C=C1)C2)C(=O)O (5-norbornene-2-carboxylic acid), C1(\C=C/C(=O)O1)=O (maleic anhydride), C1[C@@H]2C=C[C@H]1C3C2C(=O)OC3=O (cis-5-norbornene-endo-2,3-dicarboxylic anhydride). Product: C(C)C1(C2C3CCCC3C(C1)C2)C21C(CC(C=C2)C1)C(=O)[O-].C1(\C=C/C(=O)O1)=O.C1[C@@H]2C=C[C@H]1C3C2C(=O)OC3=O.C12C(CC(C=C1)C2)C(=O)O (8-ethyl-8-tricyclo[5.2.1.02,6]decanyl-5-norbornene-2-carboxylate maleic Anhydride cis-5-norbornene-endo-2,3-dicarboxylic Anhydride 5-norbornene-2-carboxylic Acid). Reaction SMILES: [CH2:1]([C:3]1([C:13]23[CH2:19][CH:16]([CH:17]=[CH:18]2)[CH2:15][CH:14]3[C:20]([O-:22])=[O:21])[CH2:11][CH:10]2[CH2:12][CH:4]1[CH:5]1[CH:9]2[CH2:8][CH2:7][CH2:6]1)[CH3:2].[C:23]1(=[O:29])[O:28][C:26](=[O:27])[CH:25]=[CH:24]1.[CH2:30]1[C@@H:34]2[CH:35]3[C:40](=[O:41])[O:39][C:37](=[O:38])[CH:36]3[C@H:31]1[CH:32]=[CH:33]2.[CH:42]12[CH2:48][CH:45]([CH:46]=[CH:47]1)[CH2:44][CH:43]2[C:49]([OH:51])=[O:50]>>[CH2:1]([C:3]1([C:13]23[CH2:19][CH:16]([CH:17]=[CH:18]2)[CH2:15][CH:14]3[C:20]([O-:22])=[O:21])[CH2:11][CH:10]2[CH2:12][CH:4]1[CH:5]1[CH:9]2[CH2:8][CH2:7][CH2:6]1)[CH3:2].[C:26]1(=[O:27])[O:28][C:23](=[O:29])[CH:24]=[CH:25]1.[CH2:30]1[C@@H:34]2[CH:35]3[C:40](=[O:41])[O:39][C:37](=[O:38])[CH:36]3[C@H:31]1[CH:32]=[CH:33]2.[CH:42]12[CH2:48][CH:45]([CH:46]=[CH:47]1)[CH2:44][CH:43]2[C:49]([OH:51])=[O:50] |f:4.5.6.7|. Procedure: Polymerization and separation were carried out in the same manner as in Example 18 using 80 mmol of 8-ethyl-8-tricyclo[5.2.1.02,6]decanyl-5-norbornene-2-carboxylate prepared in Example 3, 100 mmol of maleic anhydride, 15 mmol of cis-5-norbornene-endo-2,3-dicarboxylic anhydride and 5 mmol of 5-norbornene-2-carboxylic acid, to separate 6.7 g of a polymer. The reactants are ClC=1C(=NC=C(C1)Cl)C(C(=O)OCC)C(=O)OCC (diethyl (3,5-dichloro-2-pyridyl)malonate), CS(=O)C (dimethyl sulfoxide), [Cl-].[Na+] (sodium chloride). Solvent: O (water), O (water). Run at temperature 142.5 celsius, time 40 minute. The product is ClC=1C(=NC=C(C1)Cl)CC(=O)OCC (ethyl (3,5-dichloro-2-pyridyl)acetate). The yield is 92.2%. Reaction SMILES: [Cl:1][C:2]1[C:3]([CH:9](C(OCC)=O)[C:10]([O:12][CH2:13][CH3:14])=[O:11])=[N:4][CH:5]=[C:6]([Cl:8])[CH:7]=1.CS(C)=O.[Cl-].[Na+]>O>[Cl:1][C:2]1[C:3]([CH2:9][C:10]([O:12][CH2:13][CH3:14])=[O:11])=[N:4][CH:5]=[C:6]([Cl:8])[CH:7]=1 |f:2.3|. Procedure details: 6.75 g of diethyl (3,5-dichloro-2-pyridyl)malonate and 20 ml of dimethyl sulfoxide were mixed. To the mixture was added 1.57 g of sodium chloride and 0.79 g of water. The mixture was stirred for about 40 minutes at an inner temperature of 135 to 150° C. The mixture was allowed to cool to room temperature, then, water was added to the reaction mixture, and extracted with ethyl acetate. The organic layer was washed with saturated brine twice, and dried over anhydrous magnesium sulfate, then, conce... Starting materials: COc1cccc(C2CCCC(=O)C2)c1, CCO, [H][H], CC(N)c1ccccc1. The product is COc1cccc(C2CCCC(NC(C)c3ccccc3)C2)c1. As a reaction SMILES: [CH3:1][O:2][c:3]1[cH:4][c:5]([CH:9]2[CH2:10][C:11](=[O:15])[CH2:12][CH2:13][CH2:14]2)[cH:6][cH:7][cH:8]1.[CH3:27][CH2:28][OH:29].[H:25][H:26].[c:16]1([CH:22]([CH3:23])[NH2:24])[cH:17][cH:18][cH:19][cH:20][cH:21]1>>[CH3:1][O:2][c:3]1[cH:4][c:5]([CH:9]2[CH2:10][CH:11]([NH:24][CH:22]([c:16]3[cH:17][cH:18][cH:19][cH:20][cH:21]3)[CH3:23])[CH2:12][CH2:13][CH2:14]2)[cH:6][cH:7][cH:8]1. Reactants: C(C)O[K] (EtOK), SC1=NC=CC=N1 (2-mercaptopyrimidine), ClCC(C[Si](OC)(OC)OC)C1=CC=CC=C1 (((chloromethyl)phenylethyl)trimethoxysilane). Run in C(C)O (ethanol). Conditions: time 5 minute. Product: CO[Si](CCC1=CC=C(CSC2=NC=CC=N2)C=C1)(OC)OC (2-(4-(2-(trimethoxysilyl)ethyl)benzylthio)pyrimidine). The yield is 73.0%. As a reaction SMILES: [SH:1][C:2]1[N:7]=[CH:6][CH:5]=[CH:4][N:3]=1.[CH2:8](O[K])C.ClC[CH:14]([C:23]1[CH:28]=[CH:27][CH:26]=[CH:25][CH:24]=1)[CH2:15][Si:16]([O:21][CH3:22])([O:19][CH3:20])[O:17][CH3:18]>C(O)C>[CH3:22][O:21][Si:16]([O:17][CH3:18])([O:19][CH3:20])[CH2:15][CH2:14][C:23]1[CH:24]=[CH:25][C:26]([CH2:8][S:1][C:2]2[N:7]=[CH:6][CH:5]=[CH:4][N:3]=2)=[CH:27][CH:28]=1. Procedure details: 10 mmole of 2-mercaptopyrimidine was dissolved in 20 ml ethanol, then 10 mmole EtOK was added, and stirred for 5 minutes. 10 mmole of ((chloromethyl)phenylethyl)trimethoxysilane was added to the solution, and stirred for 6 hours. The white precipitate was removed by filtration, the solvent in the filtrate was removed in vacuum. The obtained viscous liquid was separated with a Si gel column (solvents: 1 ethylacetate/3 hexane). 1H NMR (CD3Cl): δ(ppm) 8.50 (2H, m, Pyr.-H), 7.25 (4H, m, Ar—H), 6.95 ...